Dataset: the Open Reaction Database (ORD), a public repository of structured organic reaction records. Task: describe an organic reaction: reactants, conditions, products, and yield Starting materials: Oc1ccc(Br)cc1, O=C([O-])[O-], O=C([O-])O, CC(C)S(=O)(=O)NC1COCC1OS(C)(=O)=O, CC#N, [Cs+], [Cs+], [Na+]. The product is CC(C)S(=O)(=O)NC1COCC1Oc1ccc(Br)cc1. As a reaction SMILES: [Br:18][c:19]1[cH:20][cH:21][c:22]([OH:25])[cH:23][cH:24]1.[C:26](=[O:27])([O-:28])[O-:29].[C:32](=[O:33])([OH:34])[O-:35].[CH3:1][S:2](=[O:3])(=[O:4])[O:5][CH:6]1[CH2:7][O:8][CH2:9][CH:10]1[NH:11][S:12](=[O:13])(=[O:14])[CH:15]([CH3:16])[CH3:17].[CH3:37][C:38]#[N:39].[Cs+:30].[Cs+:31].[Na+:36]>>[O:5]([CH:6]1[CH2:7][O:8][CH2:9][CH:10]1[NH:11][S:12](=[O:13])(=[O:14])[CH:15]([CH3:16])[CH3:17])[c:22]1[cH:21][cH:20][c:19]([Br:18])[cH:24][cH:23]1.